The task is: describe an organic reaction: reactants, conditions, products, and yield. This data is from the Open Reaction Database (ORD), a public repository of structured organic reaction records. The reactants are ClCCl (dichloromethane), 13C{1H}, [H-].[Na+] (Sodium hydride), sodium cyclopentadienyl, C(C)OC(CBr)OCC (bromoacetaldehyde diethylacetal), C1CCOC1 (THF). Run in hexanes. Run at temperature 25 celsius, time 8 hour. Product: C(C)OC(CC1C=CC=C1)OCC (Cyclopentadienyl Acetaldehyde Diethylacetal). RXN SMILES: [H-].[Na+].[CH2:3]([O:5][CH:6]([O:9][CH2:10][CH3:11])[CH2:7]Br)[CH3:4].Cl[CH2:13]Cl.[CH2:15]1[CH2:19]O[CH2:17][CH2:16]1>>[CH2:3]([O:5][CH:6]([O:9][CH2:10][CH3:11])[CH2:7][CH:15]1[CH:19]=[CH:13][CH:17]=[CH:16]1)[CH3:4] |f:0.1|. Procedure: Sodium hydride (2.00 g, 60% wt. dispersion in mineral oil, 50.0 mmol) was washed with 40 mL hexanes. Hexanes were decanted and THF (35 mL) was added to the sodium hydride. A solution of 10 mL of freshly cracked cyclopentadiene in 10 mL of THF was slowly added dropwise, releasing heat and gas. This sodium cyclopentadienyl solution was added dropwise to a solution of bromoacetaldehyde diethylacetal (7.8 mL, 9.90 g, 50.0 mmol) in 45 mL THF to give a brown solution and light precipitate. After stirr... The yield is 70.8%. Run in O (water). Starting materials: BrC=1C(=NC=CC1)Cl (3-bromo-2-chloro-pyridine), N1CCNCC1 (piperazine), Cl.Cl.N1CCNCC1 (piperazine dihydrochloride). As a reaction SMILES: [Br:1][C:2]1[C:3](Cl)=[N:4][CH:5]=[CH:6][CH:7]=1.[NH:9]1[CH2:14][CH2:13][NH:12][CH2:11][CH2:10]1.Cl.Cl.N1CCNCC1>O>[Br:1][C:2]1[C:3]([N:9]2[CH2:14][CH2:13][NH:12][CH2:11][CH2:10]2)=[N:4][CH:5]=[CH:6][CH:7]=1 |f:2.3.4|. Run at temperature 190 celsius, time 1 hour. Yields the product BrC=1C(=NC=CC1)N1CCNCC1 (1-(3-bromo-pyridin-2-yl)-piperazine). Reported procedure: Add 3-bromo-2-chloro-pyridine (10.08 g, 52.4 mmol) to piperazine (45 g) and piperazine dihydrochloride (83.4 g). Heat the mixture to 190° C. with stirring for one hr. Allow the mixture to cool to about 80° C. then pour the material into water and extract 5 times with DCM. Dry the solution (sodium sulfate), filter and concentrate. Purify using silica gel chromatography, eluting with 15:85 methanol (with 2 M ammonia): DCM to give 1-(3-bromo-pyridin-2-yl)-piperazine as a white solid (8.98 g, 71%). Reactants: C(c1ccccc1C=O)Oc1ccccc1, CC1=CN=C(C=C1)N, [C-]#[N+]C1CCCCC1. Reagents/catalysts: O=C(O)C(F)(F)F (trifluoroacetic acid). The solvent is CC(C)O (isopropyl alcohol), CC(C)O (isopropylalcohol). Run at temperature 22 celsius, time 20 hour. Product: Cc1ccc2nc(c3ccccc3COc3ccccc3)c(NC3CCCCC3)n2c1. Isolated yield 75.6%. RXN SMILES: CC1=CC=C(N)N=C1.[C-]#[N+]C1CCCCC1.O=CC1=C(COC2=CC=CC=C2)C=CC=C1>>CC1=CN2C(C=C1)=NC(=C2NC1CCCCC1)C1=CC=CC=C1COC1=CC=CC=C1. The reactants are CC(=O)Nc1ncc2nc(Cl)ccc2n1, CCN(C(C)C)C(C)C, C1COCCO1, O=P(Cl)(Cl)Cl. The product is CC(=O)Nc1nc(Cl)c2nc(Cl)ccc2n1. Reaction SMILES: [C:1]([CH3:2])(=[O:3])[NH:4][c:5]1[n:6][cH:7][c:8]2[c:9]([n:10]1)[cH:11][cH:12][c:13]([Cl:15])[n:14]2.[CH:16]([N:17]([CH2:18][CH3:19])[CH:20]([CH3:21])[CH3:22])([CH3:23])[CH3:24].[O:30]1[CH2:31][CH2:32][O:33][CH2:34][CH2:35]1.[P:25]([Cl:26])([Cl:27])([Cl:28])=[O:29]>>[C:1]([CH3:2])(=[O:3])[NH:4][c:5]1[n:6][c:7]([Cl:27])[c:8]2[c:9]([n:10]1)[cH:11][cH:12][c:13]([Cl:15])[n:14]2.